This data is from the Open Reaction Database (ORD), a public repository of structured organic reaction records. The task is: describe an organic reaction: reactants, conditions, products, and yield Reactants: CC(C)(C)OC(=O)OC(C)(C)C, CCCCC(N)C(C)(C)C(=O)O, Cl, [Na+], [Na+], O=C([O-])[O-], C1COCCO1. Yields the product CCCCC(NC(=O)OC(C)(C)C)C(C)(C)C(=O)O. As a reaction SMILES: [C:20]([CH3:21])([CH3:22])([CH3:23])[O:24][C:25]([O:26][C:28]([CH3:29])([CH3:30])[CH3:31])=[O:27].[CH2:2]([CH2:3][CH2:4][CH3:5])[CH:6]([NH2:7])[C:8]([C:9](=[O:10])[OH:11])([CH3:12])[CH3:13].[ClH:1].[Na+:14].[Na+:15].[O-:16][C:17](=[O:18])[O-:19].[O:32]1[CH2:33][CH2:34][O:35][CH2:36][CH2:37]1>>[CH2:2]([CH2:3][CH2:4][CH3:5])[CH:6]([NH:7][C:25]([O:24][C:20]([CH3:21])([CH3:22])[CH3:23])=[O:26])[C:8]([C:9](=[O:10])[OH:11])([CH3:12])[CH3:13].